Dataset: the Open Reaction Database (ORD), a public repository of structured organic reaction records. Task: describe an organic reaction: reactants, conditions, products, and yield Reactants: C1CCOC1, COC(=O)CCS(=O)(=O)c1ccc(CNC(=O)c2cncc3c2cnn3-c2ccc(F)cc2)cn1, CC[O-], COCCN, CCO, [Cl-], O=C1CCC(=O)N1Cl, [NH4+], [Na+]. Product: COCCNS(=O)(=O)c1ccc(CNC(=O)c2cncc3c2cnn3-c2ccc(F)cc2)cn1. Reaction SMILES: [CH2:53]1[O:54][CH2:55][CH2:56][CH2:57]1.[CH3:1][O:2][C:3](=[O:4])[CH2:5][CH2:35][S:6](=[O:7])(=[O:8])[c:9]1[n:10][cH:11][c:12]([CH2:15][NH:16][C:17](=[O:18])[c:19]2[c:20]3[c:21]([cH:22][n:23][cH:24]2)[n:25](-[c:28]2[cH:29][cH:30][c:31]([F:34])[cH:32][cH:33]2)[n:26][cH:27]3)[cH:13][cH:14]1.[CH3:37][CH2:38][O-:39].[CH3:48][O:49][CH2:50][CH2:51][NH2:52].[CH3:58][CH2:59][OH:60].[Cl-:61].[Cl:40][N:41]1[C:42](=[O:43])[CH2:44][CH2:45][C:46]1=[O:47].[NH4+:62].[Na+:36]>>[S:6](=[O:7])(=[O:8])([c:9]1[n:10][cH:11][c:12]([CH2:15][NH:16][C:17](=[O:18])[c:19]2[c:20]3[c:21]([cH:22][n:23][cH:24]2)[n:25](-[c:28]2[cH:29][cH:30][c:31]([F:34])[cH:32][cH:33]2)[n:26][cH:27]3)[cH:13][cH:14]1)[NH:52][CH2:51][CH2:50][O:49][CH3:48].